Dataset: the Open Reaction Database (ORD), a public repository of structured organic reaction records. Task: describe an organic reaction: reactants, conditions, products, and yield Reactants: NC1=C(C=O)C=C(C=N1)C1=CC=C(C=C1)F (2-amino-5-(4-fluorophenyl)nicotinaldehyde), NC1=C(C=CC=C1N)C (2,3-diaminotoluene). Yields the product FC1=CC=C(C=C1)C=1C=C(C(=NC1)N)C1=NC2=C(N1)C=CC=C2C (5-(4-fluorophenyl)-3-(4-methyl-1H-benzimidazol-2-yl)pyridin-2-amine). Reaction SMILES: [NH2:1][C:2]1[N:9]=[CH:8][C:7]([C:10]2[CH:15]=[CH:14][C:13]([F:16])=[CH:12][CH:11]=2)=[CH:6][C:3]=1[CH:4]=O.[NH2:17][C:18]1[C:23]([NH2:24])=[CH:22][CH:21]=[CH:20][C:19]=1[CH3:25]>>[F:16][C:13]1[CH:14]=[CH:15][C:10]([C:7]2[CH:6]=[C:3]([C:4]3[NH:24][C:23]4[CH:22]=[CH:21][CH:20]=[C:19]([CH3:25])[C:18]=4[N:17]=3)[C:2]([NH2:1])=[N:9][CH:8]=2)=[CH:11][CH:12]=1. Reported procedure: Using the procedure of step (b) in Example 15, utilizing 2-amino-5-(4-fluorophenyl)nicotinaldehyde and 2,3-diaminotoluene gave 5-(4-fluorophenyl)-3-(4-methyl-1H-benzimidazol-2-yl)pyridin-2-amine. The reactants are CCO, Cc1cccc(C=O)c1Cl, Cl, NO, [Na+], [OH-], O. Product: Cc1cccc(C#N)c1Cl. Reaction SMILES: [CH3:17][CH2:18][OH:19].[Cl:1][c:2]1[c:3]([CH:4]=[O:5])[cH:6][cH:7][cH:8][c:9]1[CH3:10].[ClH:11].[NH2:12][OH:13].[Na+:15].[OH-:14].[OH2:16]>>[Cl:1][c:2]1[c:3]([C:4]#[N:12])[cH:6][cH:7][cH:8][c:9]1[CH3:10]. The reactants are Nc1ccc(Br)cc1, Cc1ccccc1, CO, C[Al](C)C, N#CCc1ccccc1Cl, ClC(Cl)Cl. Product: N=C(Cc1ccccc1Cl)Nc1ccc(Br)cc1. RXN SMILES: [Br:1][c:2]1[cH:3][cH:4][c:5]([NH2:6])[cH:7][cH:8]1.[CH3:23][c:24]1[cH:25][cH:26][cH:27][cH:28][cH:29]1.[CH3:34][OH:35].[CH3:9][Al:10]([CH3:11])[CH3:12].[Cl:13][c:14]1[c:15]([CH2:16][C:17]#[N:18])[cH:19][cH:20][cH:21][cH:22]1.[Cl:30][CH:31]([Cl:32])[Cl:33]>>[Br:1][c:2]1[cH:3][cH:4][c:5]([NH:6][C:17]([CH2:16][c:15]2[c:14]([Cl:13])[cH:22][cH:21][cH:20][cH:19]2)=[NH:18])[cH:7][cH:8]1. Reactants: [OH-].[Na+] (sodium hydroxide), CC(C(C1=CC=CC=C1)=O)(O)C1=CC=CC=C1 (α-methyl-benzoin), CI (methyl iodide). Solvent: O (water), solvent. Conditions: time 2 hour. Product: COC(C(C1=CC=CC=C1)=O)(C1=CC=CC=C1)C (α-Methyl-benzoin methyl ether). Reaction SMILES: [CH3:1][C:2]([C:12]1[CH:17]=[CH:16][CH:15]=[CH:14][CH:13]=1)([OH:11])[C:3](=[O:10])[C:4]1[CH:9]=[CH:8][CH:7]=[CH:6][CH:5]=1.[OH-].[Na+].[CH3:20]I>O>[CH3:20][O:11][C:2]([CH3:1])([C:12]1[CH:17]=[CH:16][CH:15]=[CH:14][CH:13]=1)[C:3](=[O:10])[C:4]1[CH:9]=[CH:8][CH:7]=[CH:6][CH:5]=1 |f:1.2|. Procedure details: Portions of 2.85 g α-methyl-benzoin are dissolved in a nitrogen atmosphere in 25 ml of solvent and mixed with 5.5 ml of a 10% by weight sodium hydroxide solution and then with 0.8 ml methyl iodide, while maintaining a temperature of 25°C. After stirring for 2 hours, the reaction products are poured into water, isolated and analysed by NMR-spectroscopy. Reactants: ClC=1C=CC(=NC1)NC (5-chloro-2-(methylamino)pyridine), C(C)OC=C(S(=O)(=O)C1=CC=CC=C1)S(=O)(=O)C1=CC=CC=C1 (2-ethoxy-1,1-bis(phenylsulphonyl)ethene). Reagents/catalysts: Cl (hydrochloric acid), N12CCCN=C2CCC1 (1,5-diazabicyclo[4.3.0]-non-5-ene). Run in C1(=CC=CC=C1)C (toluene). Product: C1(=CC=CC=C1)S(=O)(=O)C(=CN(C)C1=NC=C(C=C1)Cl)S(=O)(=O)C1=CC=CC=C1 (1,1-bis(phenylsulphonyl)-2-[N-(5-chloropyrid-2-yl)-N-methylamino]ethene). As a reaction SMILES: [Cl:1][C:2]1[CH:3]=[CH:4][C:5]([NH:8][CH3:9])=[N:6][CH:7]=1.C(O[CH:13]=[C:14]([S:24]([C:27]1[CH:32]=[CH:31][CH:30]=[CH:29][CH:28]=1)(=[O:26])=[O:25])[S:15]([C:18]1[CH:23]=[CH:22][CH:21]=[CH:20][CH:19]=1)(=[O:17])=[O:16])C>Cl.C1(C)C=CC=CC=1.N12CCCC1=NCCC2>[C:27]1([S:24]([C:14]([S:15]([C:18]2[CH:19]=[CH:20][CH:21]=[CH:22][CH:23]=2)(=[O:17])=[O:16])=[CH:13][N:8]([C:5]2[CH:4]=[CH:3][C:2]([Cl:1])=[CH:7][N:6]=2)[CH3:9])(=[O:25])=[O:26])[CH:28]=[CH:29][CH:30]=[CH:31][CH:32]=1. Procedure: A mixture of 5-chloro-2-(methylamino)pyridine (0.41 g), 2-ethoxy-1,1-bis(phenylsulphonyl)ethene and concentrated hydrochloric acid (1 drop) in toluene (20 ml) was heated at reflux for 4 hours and then the mixture was treated with 1,5-diazabicyclo[4.3.0]-non-5-ene (3 drops) and heated at reflux for 18 hours. The reaction mixture was cooled and concentrated in vacuo to give an oil which was triturated with ethanol to give a brown solid which was recrystallised from toluene to give 1,1-bis(phenylsu... Reactants: C(C)OC([C@H](CC1=CC=C(C=C1)OCCCBr)OC)=O ((2S)-3-[4-(3-Bromo-propoxy)-phenyl]-2-methoxy-propionic acid ethyl ester), FC(OC=1C=C(C=CC1)C1=CC=C(C=C1)O)(F)F (3′-Trifluoromethoxy-biphenyl-4-ol), [OH-].[Na+] (NaOH). The product is CO[C@H](C(=O)O)CC1=CC=C(C=C1)OCCCOC1=CC=C(C=C1)C1=CC(=CC=C1)OC(F)(F)F ((2S)-2-Methoxy-3-{4-[3-(3′-trifluoromethoxy-biphenyl-4-yloxy)-propoxy]-phenyl}-propionic acid). RXN SMILES: C([O:3][C:4](=[O:20])[C@@H:5]([O:18][CH3:19])[CH2:6][C:7]1[CH:12]=[CH:11][C:10]([O:13][CH2:14][CH2:15][CH2:16]Br)=[CH:9][CH:8]=1)C.[F:21][C:22]([F:38])([F:37])[O:23][C:24]1[CH:25]=[C:26]([C:30]2[CH:35]=[CH:34][C:33]([OH:36])=[CH:32][CH:31]=2)[CH:27]=[CH:28][CH:29]=1.[OH-].[Na+]>>[CH3:19][O:18][C@@H:5]([CH2:6][C:7]1[CH:8]=[CH:9][C:10]([O:13][CH2:14][CH2:15][CH2:16][O:36][C:33]2[CH:34]=[CH:35][C:30]([C:26]3[CH:27]=[CH:28][CH:29]=[C:24]([O:23][C:22]([F:21])([F:37])[F:38])[CH:25]=3)=[CH:31][CH:32]=2)=[CH:11][CH:12]=1)[C:4]([OH:3])=[O:20] |f:2.3|. Reported procedure: (2S)-3-[4-(3-Bromo-propoxy)-phenyl]-2-methoxy-propionic acid ethyl ester from Example 173, Step A was treated with 3′-Trifluoromethoxy-biphenyl-4-ol from Step A under the Standard Procedure J. The compound thus obtained was allowed to react under Standard hydrolysis procedure C (NaOH) to give the title compound. MS(ES) for C26H25F3O6 [M+Na]+: 513, [M+H]+: 491. Starting materials: ice, COC1=CC=C(C=C1)S(=O)(=O)Cl (4-methoxybenzenesulfonyl chloride), CNC (dimethylamine). Run in O1CCCC1 (tetrahydrofuran). Conditions: temperature 50 celsius, time 30 minute. Product: COC1=CC=C(C=C1)S(=O)(=O)N(C)C (4-methoxy-N,N-dimethylbenzenesulfonamide). As a reaction SMILES: [CH3:1][O:2][C:3]1[CH:8]=[CH:7][C:6]([S:9](Cl)(=[O:11])=[O:10])=[CH:5][CH:4]=1.[CH3:13][NH:14][CH3:15]>O1CCCC1>[CH3:1][O:2][C:3]1[CH:8]=[CH:7][C:6]([S:9]([N:14]([CH3:15])[CH3:13])(=[O:11])=[O:10])=[CH:5][CH:4]=1. Procedure details: To an ice-cooled solution of 4-methoxybenzenesulfonyl chloride (25 g) in tetrahydrofuran (25 ml) was added dimethylamine (50% solution in water, 25 ml). After addition was complete, the mixture was stirred at 50° C. for 30 minutes. The reaction mixture was concentrated to give 4-methoxy-N,N-dimethylbenzenesulfonamide (38 g). Reaction SMILES: C([O:3][C:4]([CH:6]=[C:7]1[C:13]2[CH:14]=[CH:15][CH:16]=[CH:17][C:12]=2[N:11]([S:18]([C:21]2[CH:26]=[CH:25][C:24]([CH3:27])=[CH:23][CH:22]=2)(=[O:20])=[O:19])[CH2:10][CH2:9][CH2:8]1)=[O:5])C.[OH-].[Na+]>CO>[C:4]([CH2:6][C:7]1[C:13]2[CH:14]=[CH:15][CH:16]=[CH:17][C:12]=2[N:11]([S:18]([C:21]2[CH:22]=[CH:23][C:24]([CH3:27])=[CH:25][CH:26]=2)(=[O:19])=[O:20])[CH2:10][CH2:9][CH:8]=1)([OH:5])=[O:3] |f:1.2|. The product is C(=O)(O)CC1=CCCN(C2=C1C=CC=C2)S(=O)(=O)C2=CC=C(C=C2)C (5-carboxymethyl-2,3-dihydro-1-(p-toluenesulfonyl)-1H-benzazepine). Starting materials: [OH-].[Na+] (sodium hydroxide), [OH-].[Na+] (sodium hydroxide), C(C)OC(=O)C=C1CCCN(C2=C1C=CC=C2)S(=O)(=O)C2=CC=C(C=C2)C (5-ethoxycarbonylmethylidene-1-(p-toluenesulfonyl)-2,3,4,5-tetrahydro-1H-benzazepine), [OH-].[Na+] (sodium hydroxide). Isolated yield 99.2%. Solvent: CO (methanol), CO (methanol), CO (methanol). Procedure: A mixture of 5-ethoxycarbonylmethylidene-1-(p-toluenesulfonyl)-2,3,4,5-tetrahydro-1H-benzazepine (18.6 g), methanol (130 ml) and a 4N sodium hydroxide solution in methanol (9.7 ml) is refluxed for three hours. To the mixture is added a 4N sodium hydroxide solution in methanol (12 ml), and the mixture is refluxed for 4.5 hours. Further, to the mixture is added a 5N aqueous sodium hydroxide solution (9.7 ml), and the mixture is refluxed for one hour and concentrated. To residue are added water and... Reaction SMILES: [Br:33][C:34]([Br:35])([Br:36])[Br:37].[CH2:1]([CH2:2][CH2:3][CH2:4][CH3:5])[CH:6]1[CH2:7][CH2:8][CH:9]([CH2:12][OH:13])[CH2:10][CH2:11]1.[CH2:44]([Cl:45])[Cl:46].[CH3:38][CH2:39][CH2:40][CH2:41][CH2:42][CH3:43].[c:14]1([P:15]([c:16]2[cH:17][cH:18][cH:19][cH:20][cH:21]2)[c:22]2[cH:23][cH:24][cH:25][cH:26][cH:27]2)[cH:28][cH:29][cH:30][cH:31][cH:32]1>>[CH2:1]([CH2:2][CH2:3][CH2:4][CH3:5])[CH:6]1[CH2:7][CH2:8][CH:9]([CH2:12][Br:33])[CH2:10][CH2:11]1. Reactants: BrC(Br)(Br)Br, CCCCCC1CCC(CO)CC1, ClCCl, CCCCCC, c1ccc(P(c2ccccc2)c2ccccc2)cc1. The product is CCCCCC1CCC(CBr)CC1.